Task: describe an organic reaction: reactants, conditions, products, and yield. Dataset: the Open Reaction Database (ORD), a public repository of structured organic reaction records Starting materials: CCN(C(C)C)C(C)C (i-Pr2NEt), C(CC)S(=O)(=O)Cl (n-PrSO2Cl), Cl.ClC1=C(C(=O)N[C@@H](C)C2(CNC2)C2=NC=CC=C2)C=CC(=C1)Cl (2,4-dichloro-N-[(1S)-1-(3-pyridin-2-ylazetidin-3-yl)ethyl]benzamide hydrochloride). The solvent is C(Cl)Cl (CH2Cl2). Conditions: time 3 hour. Yields the product ClC1=C(C(=O)N[C@@H](C)C2(CN(C2)S(=O)(=O)CCC)C2=NC=CC=C2)C=CC(=C1)Cl (2,4-Dichloro-N-{(1S)-1-[1-(propylsulfonyl)-3-pyridin-2-ylazetidin-3-yl]ethyl}benzamide). Reaction SMILES: Cl.[Cl:2][C:3]1[CH:23]=[C:22]([Cl:24])[CH:21]=[CH:20][C:4]=1[C:5]([NH:7][C@H:8]([C:10]1([C:14]2[CH:19]=[CH:18][CH:17]=[CH:16][N:15]=2)[CH2:13][NH:12][CH2:11]1)[CH3:9])=[O:6].CCN(C(C)C)C(C)C.[CH2:34]([S:37](Cl)(=[O:39])=[O:38])[CH2:35][CH3:36]>C(Cl)Cl>[Cl:2][C:3]1[CH:23]=[C:22]([Cl:24])[CH:21]=[CH:20][C:4]=1[C:5]([NH:7][C@H:8]([C:10]1([C:14]2[CH:19]=[CH:18][CH:17]=[CH:16][N:15]=2)[CH2:13][N:12]([S:37]([CH2:34][CH2:35][CH3:36])(=[O:39])=[O:38])[CH2:11]1)[CH3:9])=[O:6] |f:0.1|. Procedure details: A sample of tert-butyl 3-{(1S)-1-[(2,4-dichlorobenzoyl)amino]ethyl}-3-pyridin-2-ylazetidine-1-carboxylate (I-4, 1.35 g, 3.5 mmol) was treated with HCl (40 mL of a 4.0 M solution in dioxane) and stirred at room temperature for 2 h before being concentrated under reduced pressure to afford 2,4-dichloro-N-[(1S)-1-(3-pyridin-2-ylazetidin-3-yl)ethyl]benzamide hydrochloride (1.54 g, 86%) which was used without further purification. A suspension of 2,4-dichloro-N-[(1S)-1-(3-pyridin-2-ylazetidin-3-yl)et...